From a dataset of the Open Reaction Database (ORD), a public repository of structured organic reaction records. describe an organic reaction: reactants, conditions, products, and yield The reactants are CC=1C(=NC(=CC1)CBr)C1=NC=CC=C1 (3-methyl-6-bromomethyl-2,2'-bipyridine), C1(=CC=CC=C1)P(C1=CC=CC=C1)C1=CC=CC=C1 (triphenylphosphine), C(C)OCC (diethyl ether). Solvent: CN(C=O)C (N,N-dimethylformamide). The product is [Br-].CC=1C(=NC(=CC1)C=C1C(C=CC=C1)[PH+](C1=CC=CC=C1)C1=CC=CC=C1)C1=NC=CC=C1 ([3-methyl-2,2'-bipyridin-6-yl-(methylene)]-triphenylphosphonium bromide). As a reaction SMILES: [CH3:1][C:2]1[C:3]([C:10]2[CH:15]=[CH:14][CH:13]=[CH:12][N:11]=2)=[N:4][C:5]([CH2:8][Br:9])=[CH:6][CH:7]=1.[C:16]1([P:22]([C:29]2[CH:34]=[CH:33][CH:32]=[CH:31][CH:30]=2)[C:23]2[CH:28]=[CH:27][CH:26]=[CH:25][CH:24]=2)[CH:21]=[CH:20][CH:19]=[CH:18][CH:17]=1.C(OCC)C>CN(C)C=O>[Br-:9].[CH3:1][C:2]1[C:3]([C:10]2[CH:15]=[CH:14][CH:13]=[CH:12][N:11]=2)=[N:4][C:5]([CH:8]=[C:34]2[CH:33]=[CH:32][CH:31]=[CH:30][CH:29]2[PH+:22]([C:16]2[CH:17]=[CH:18][CH:19]=[CH:20][CH:21]=2)[C:23]2[CH:24]=[CH:25][CH:26]=[CH:27][CH:28]=2)=[CH:6][CH:7]=1 |f:4.5|. Procedure: 1.16 g (4.4 mmols) of 3-methyl-6-bromomethyl-2,2'-bipyridine together with 1.39 g (5.3 mmols) of triphenylphosphine in 50 ml of N,N-dimethylformamide are heated at 80° C. for 3 hours. At 23° C. and with rapid stirring, 50 ml of diethyl ether are added. The precipitating oily product crystallises after a short time and is filtered off with suction. After recrystallisation from 25 ml of water, 1.14 g (49% of theory) of [3-methyl-2,2'-bipyridin-6-yl-(methylene)]-triphenylphosphonium bromide are obt... Reactants: CC(C)(C)OC(=O)NC1(C(=O)O)CC1, CN1CCNCC1[Al+]C1CNCCN1C, [H-], C1CCOC1. Yields the product CC(C)(C)OC(=O)NC1(C=O)CC1. RXN SMILES: [C:1](=[O:2])([O:3][C:4]([CH3:5])([CH3:6])[CH3:7])[NH:8][C:9]1([C:12](=[O:13])[OH:14])[CH2:10][CH2:11]1.[CH3:16][N:17]1[CH2:18][CH2:19][NH:20][CH2:21][CH:22]1[Al+:23][CH:24]1[CH2:25][NH:26][CH2:27][CH2:28][N:29]1[CH3:30].[H-:15].[O:31]1[CH2:32][CH2:33][CH2:34][CH2:35]1>>[C:1](=[O:2])([O:3][C:4]([CH3:5])([CH3:6])[CH3:7])[NH:8][C:9]1([CH:12]=[O:13])[CH2:10][CH2:11]1. The reactants are C(F)(F)(F)C(Cl)(Cl)Cl (CF3CCl3), C(C(F)(F)F)Cl (HCFC-133a), C(C(F)(F)Cl)Cl (HCFC-132b), C(Cl)(Cl)C(F)(F)F (CHCl2CF3), CC(F)(F)F (HFC-143a), CC(Cl)(F)F (CH3CClF2), fluorocarbons, CC(F)(F)F (CH3CF3). Yields the product C(C(F)(F)Cl)Cl (HCFC-132b), C(C(F)(F)Cl)(Cl)Cl (HCFC-122). RXN SMILES: CC(F)(F)F.C([Cl:11])C(F)(F)F.[CH2:12]([Cl:17])[C:13]([Cl:16])([F:15])[F:14].[CH:18]([C:21]([F:24])(F)[F:22])([Cl:20])[Cl:19].C(C(Cl)(Cl)Cl)(F)(F)F.CC(F)(F)Cl>>[CH2:12]([Cl:17])[C:13]([Cl:16])([F:15])[F:14].[CH:18]([Cl:20])([Cl:19])[C:21]([Cl:11])([F:24])[F:22]. Procedure: An alternative approach to HCFC's is the chlorination of fluorocarbons such as CH3CF3 (HFC-143a). For example, McBee (Industrial and Engineering Chemistry, Vol. 39, pp. 409-412 (1947)) reported that vapor phase chlorination of HFC-143a afforded a mixture of HCFC-133a, HCFC-132b, CHCl2CF3 (HCFC-123), and the fully chlorinated CF3CCl3 (CFC-113a). McBee also reported the chlorination of CH3CClF2 (HCFC-142b) to give HCFC-132b, HCFC-122, and the fully chlorinated CClF2CCl3 (CFC-112a). Again, using th... Yields the product ClC=1C=CC(=C(C1)NC(C1=CC=C(C=C1)N1N=C(NC1=O)C1=C(C=CC=C1F)Cl)=O)C (N-(5-Chloro-2-methylphenyl)-4-(3-(2-chloro-6-fluorophenyl)-5-oxo-4,5-dihydro-1H-1,2,4-triazol-1-yl)benzamide). Isolated yield 46.1%. Procedure details: The title compound was prepared according to the procedure described in Example-31, by using methyl 4-[3-(2-chloro-6-fluorophenyl)-5-oxo-4,5-dihydro-1H-1,2,4-triazol-1-yl]benzoate (step-2 of Intermediate-9, 0.100 g, 0.28 mmol), 5-chloro-2-methyl aniline (0.062 g, 0.43 mmol) and trimethyl aluminium (2M solution in toluene) (0.5 mL) to afford 0.059 g of desired product. 1H NMR (DMSO-d6): δ 2.23 (s, 3H), 7.23 (d, J=6.9 Hz, 1H), 7.30 (d, J=8.4 Hz, 1H), 7.53 (m, 2H), 7.59 (m, 1H), 7.71 (m, 1H), 8.10 ... RXN SMILES: [Cl:1][C:2]1[CH:7]=[CH:6][CH:5]=[C:4]([F:8])[C:3]=1[C:9]1[NH:13][C:12](=[O:14])[N:11]([C:15]2[CH:24]=[CH:23][C:18]([C:19]([O:21]C)=O)=[CH:17][CH:16]=2)[N:10]=1.[Cl:25][C:26]1[CH:27]=[CH:28][C:29]([CH3:33])=[C:30]([CH:32]=1)[NH2:31].C[Al](C)C>>[Cl:25][C:26]1[CH:27]=[CH:28][C:29]([CH3:33])=[C:30]([NH:31][C:19](=[O:21])[C:18]2[CH:23]=[CH:24][C:15]([N:11]3[C:12](=[O:14])[NH:13][C:9]([C:3]4[C:4]([F:8])=[CH:5][CH:6]=[CH:7][C:2]=4[Cl:1])=[N:10]3)=[CH:16][CH:17]=2)[CH:32]=1. Starting materials: ClC1=C(C(=CC=C1)F)C1=NN(C(N1)=O)C1=CC=C(C(=O)OC)C=C1 (methyl 4-[3-(2-chloro-6-fluorophenyl)-5-oxo-4,5-dihydro-1H-1,2,4-triazol-1-yl]benzoate), ClC=1C=CC(=C(N)C1)C (5-chloro-2-methyl aniline), C[Al](C)C (trimethyl aluminium). The reactants are C(C)(C)(C)C(C(C)(C)C)O (di-t-butylmethyl alcohol), P(Br)(Br)Br (phosphorus tribromide). Run in C1=CC=CC=C1 (benzene), C1=CC=CC=C1 (benzene). Reaction conditions: temperature 0 celsius. Yields the product C(C)(C)(C)C(C(C)(C)C)Br (di-t-butylmethyl bromide). Reaction SMILES: [C:1]([CH:5](O)[C:6]([CH3:9])([CH3:8])[CH3:7])([CH3:4])([CH3:3])[CH3:2].P(Br)(Br)[Br:12]>C1C=CC=CC=1>[C:1]([CH:5]([Br:12])[C:6]([CH3:9])([CH3:8])[CH3:7])([CH3:4])([CH3:3])[CH3:2]. Procedure: The alcohol is dissolved in benzene and stirred at 0° C. under argon. A solution of phosphorus tribromide in benzene is added and the mixture is stirred for 2 hours and then heated to 60° C. for 4 hours. The mixture is cooled, poured into ice and extracted with ether. The organic layer is washed with saturated NaHCO3, dried over MgSO4 and evaporated to give di-t-butylmethyl bromide. Reactants: CN(C)C=O, Cc1nccn1-c1nc(-c2ccc(Cl)cc2)c(CCC(=O)NCCCl)o1, [H-], [Na+], O. Yields the product Cc1nccn1-c1nc(-c2ccc(Cl)cc2)c(CCC2=NCCO2)o1. As a reaction SMILES: [CH3:30][N:31]([CH3:32])[CH:33]=[O:34].[Cl:3][CH2:4][CH2:5][NH:6][C:7]([CH2:8][CH2:9][c:10]1[c:11](-[c:21]2[cH:22][cH:23][c:24]([Cl:27])[cH:25][cH:26]2)[n:12][c:13](-[n:15]2[c:16]([CH3:20])[n:17][cH:18][cH:19]2)[o:14]1)=[O:28].[H-:1].[Na+:2].[OH2:29]>>[CH2:4]1[CH2:5][N:6]=[C:7]([CH2:8][CH2:9][c:10]2[c:11](-[c:21]3[cH:22][cH:23][c:24]([Cl:27])[cH:25][cH:26]3)[n:12][c:13](-[n:15]3[c:16]([CH3:20])[n:17][cH:18][cH:19]3)[o:14]2)[O:28]1. The reactants are S(=O)(Cl)Cl (thionyl chloride), C(C1=CC=CC=C1)OC=1C(C(=CN2C1C(N(CC2)CC2=CC(=CC=C2)Cl)=O)C(=O)O)=O (9-benzyloxy-2-(3-chlorobenzyl)-1,8-dioxo-1,3,4,8-tetrahydro-2H-pyrido[1,2-a]pyrazine-7-carboxylic acid), S(=O)(=O)(O)[O-].[K+] (potassium hydrogen sulfate), CC(CC)(C)[Mg]Cl.CCOCC (1,1-dimethylpropylmagnesium chloride ether). Solvent: C(C)N(CC)CC (triethylamine), C(C)(=O)OCC (ethyl acetate), O1CCCC1 (tetrahydrofuran), O (water). Run at temperature -78 celsius. The product is C(C1=CC=CC=C1)OC=1C(C(=CN2C1C(N(CC2)CC2=CC(=CC=C2)Cl)=O)C(C(CC)(C)C)=O)=O (9-benzyloxy-2-(3-chlorobenzyl)-7-(2,2-dimethylbutyryl)-3,4-dihydro-2H-pyrido[1,2-a]pyrazine-1,8-dione). RXN SMILES: [CH2:1]([O:8][C:9]1[C:10](=[O:31])[C:11]([C:28](O)=[O:29])=[CH:12][N:13]2[CH2:18][CH2:17][N:16]([CH2:19][C:20]3[CH:25]=[CH:24][CH:23]=[C:22]([Cl:26])[CH:21]=3)[C:15](=[O:27])[C:14]=12)[C:2]1[CH:7]=[CH:6][CH:5]=[CH:4][CH:3]=1.S(Cl)(Cl)=O.[CH3:36][C:37]([Mg]Cl)([CH3:40])[CH2:38][CH3:39].CCOCC.S([O-])(O)(=O)=O.[K+]>O1CCCC1.O.C(OCC)(=O)C.C(N(CC)CC)C>[CH2:1]([O:8][C:9]1[C:10](=[O:31])[C:11]([C:28](=[O:29])[C:37]([CH3:40])([CH3:36])[CH2:38][CH3:39])=[CH:12][N:13]2[CH2:18][CH2:17][N:16]([CH2:19][C:20]3[CH:25]=[CH:24][CH:23]=[C:22]([Cl:26])[CH:21]=3)[C:15](=[O:27])[C:14]=12)[C:2]1[CH:7]=[CH:6][CH:5]=[CH:4][CH:3]=1 |f:2.3,4.5|. Reported procedure: 9-Benzyloxy-2-(3-chlorobenzyl)-1,8-dioxo-1,3,4,8-tetrahydro-2H-pyrido[1,2-a]pyrazine-7-carboxylic acid (200 mg) obtained in Example 219, Step 2 was suspended in tetrahydrofuran (6 ml), and triethylamine (0.07 ml) and thionyl chloride (0.037 ml) were added at room temperature with stirring. After stirring at room temperature for 10 min, the mixture was cooled to −78° C. and 1.0 M 1,1-dimethylpropylmagnesium chloride/ether solution was added dropwise. After further stirring at the same temperature...